From a dataset of the Open Reaction Database (ORD), a public repository of structured organic reaction records. describe an organic reaction: reactants, conditions, products, and yield The reactants are CC1=C(C(=CC=C1)C)O (2,6-dimethylphenol), ClC=1C(=CC2=C(C=C(C(O2)C(F)(F)F)C(=O)OCC)C1)F (ethyl 6-chloro-7-fluoro-2-(trifluoromethyl)-2H-1-benzopyran-3-carboxylate). Product: ClC=1C(=CC2=C(C=C(C(O2)C(F)(F)F)C(=O)O)C1)OC1=C(C=CC=C1C)C (6-Chloro-7-(2,6-dimethylphenoxy)-2-(trifluoromethyl)-2H-1-benzopyran-3-carboxylic Acid). Reaction SMILES: [CH3:1][C:2]1[CH:7]=[CH:6][CH:5]=[C:4]([CH3:8])[C:3]=1[OH:9].[Cl:10][C:11]1[C:12](F)=[CH:13][C:14]2[O:19][CH:18]([C:20]([F:23])([F:22])[F:21])[C:17]([C:24]([O:26]CC)=[O:25])=[CH:16][C:15]=2[CH:29]=1>>[Cl:10][C:11]1[C:12]([O:9][C:3]2[C:4]([CH3:8])=[CH:5][CH:6]=[CH:7][C:2]=2[CH3:1])=[CH:13][C:14]2[O:19][CH:18]([C:20]([F:22])([F:21])[F:23])[C:17]([C:24]([OH:26])=[O:25])=[CH:16][C:15]=2[CH:29]=1. Reported procedure: The title compound was prepared from 2,6-dimethylphenol and ethyl 6-chloro-7-fluoro-2-(trifluoromethyl)-2H-1-benzopyran-3-carboxylate (Example 183, Step 2) via a procedure similar to that described in Example 183, Steps 3 and 4: mp 252.7-258.6° C. 1H NMR (acetone-d6/300 MHz) 7.88 (s, 1H), 7.71 (s, 1H), 7.22 (m, 3H), 6.04 (s, 1H), 5.77 (q, 1H, J=7.0 Hz), 2.13 (s, 6H). 19F NMR (acetone-d6/282 MHz) −79.6 (d, J=7.2 Hz). FABLRMS m/z 397 (M−H). ESHRMS m/z 397.0450 (M−H, Calc'd 397.0454). Anal. Calc'd ... Reactants: O=C([O-])[O-], CN(C)C=O, Clc1ncnc2cc[nH]c12, [K+], [K+], O, OCc1ccc(CCl)cc1. The product is OCc1ccc(Cn2ccc3ncnc(Cl)c32)cc1. RXN SMILES: [C:11](=[O:12])([O-:13])[O-:14].[CH3:27][N:28]([CH3:29])[CH:30]=[O:31].[Cl:1][c:2]1[c:3]2[c:4]([n:5][cH:6][n:7]1)[cH:8][cH:9][nH:10]2.[K+:15].[K+:16].[OH2:32].[OH:17][CH2:18][c:19]1[cH:20][cH:21][c:22]([CH2:23][Cl:24])[cH:25][cH:26]1>>[Cl:1][c:2]1[c:3]2[c:4]([n:5][cH:6][n:7]1)[cH:8][cH:9][n:10]2[CH2:23][c:22]1[cH:21][cH:20][c:19]([CH2:18][OH:17])[cH:26][cH:25]1. The reactants are FC1=CC=C(C=C1)[C@H](CC[C@@H]1[C@H](N(C1=O)C1=CC=CC=C1)C1=C(C=C(C=C1)C1=CC(=CC=C1)[C@@H]([C@@H]1[C@H]([C@@H]([C@H](C(O)O1)O)O)O)O)O)O ((6S)-6-C-(4′-{(2S,3R)-3-[(3S)-3-(4-Fluorophenyl)-3-hydroxypropyl]-4-oxo-1-phenylazetidin-2-yl}-3′-hydroxybiphenyl-3-yl)-D-glucopyranose), [BH4-].[Na+] (Sodium borohydride). Run in C(C)#N.O (acetonitrile water), C(C)#N (acetonitrile). Conditions: time 30 minute. The product is FC1=CC=C(C=C1)[C@H](CC[C@@H]1[C@H](N(C1=O)C1=CC=CC=C1)C1=C(C=C(C=C1)C1=CC(=CC=C1)[C@@H]([C@H]([C@H]([C@@H]([C@H](CO)O)O)O)O)O)O)O ((6S)-6-C-(4′-{(2S,3R)-3-[(3S)-3-(4-fluorophenyl)-3-hydroxypropyl]-4-oxo-1-phenylazetidin-2-yl}-3′-hydroxybiphenyl-3-yl)-D-glucitol). Yield: 21.6%. RXN SMILES: [F:1][C:2]1[CH:7]=[CH:6][C:5]([C@@H:8]([OH:47])[CH2:9][CH2:10][C@H:11]2[C:14](=[O:15])[N:13]([C:16]3[CH:21]=[CH:20][CH:19]=[CH:18][CH:17]=3)[C@@H:12]2[C:22]2[CH:27]=[CH:26][C:25]([C:28]3[CH:33]=[CH:32][CH:31]=[C:30]([C@H:34]([OH:45])[C@H:35]4[O:41][CH:39]([OH:40])[C@H:38]([OH:42])[C@@H:37]([OH:43])[C@@H:36]4[OH:44])[CH:29]=3)=[CH:24][C:23]=2[OH:46])=[CH:4][CH:3]=1.[BH4-].[Na+]>C(#N)C.O.C(#N)C>[F:1][C:2]1[CH:3]=[CH:4][C:5]([C@@H:8]([OH:47])[CH2:9][CH2:10][C@H:11]2[C:14](=[O:15])[N:13]([C:16]3[CH:17]=[CH:18][CH:19]=[CH:20][CH:21]=3)[C@@H:12]2[C:22]2[CH:27]=[CH:26][C:25]([C:28]3[CH:33]=[CH:32][CH:31]=[C:30]([C@H:34]([OH:45])[C@@H:35]([OH:41])[C@@H:36]([OH:44])[C@H:37]([OH:43])[C@@H:38]([OH:42])[CH2:39][OH:40])[CH:29]=3)=[CH:24][C:23]=2[OH:46])=[CH:6][CH:7]=1 |f:1.2,3.4|. Procedure details: (6S)-6-C-(4′-{(2S,3R)-3-[(3S)-3-(4-Fluorophenyl)-3-hydroxypropyl]-4-oxo-1-phenylazetidin-2-yl}-3′-hydroxybiphenyl-3-yl)-D-glucopyranose (7.1 mg, 0.01 mmol) was dissolved in 80:20 acetonitrile-water (1 mL). Sodium borohydride (0.4 mg, 0.01 mmol) was added at room temperature and the reaction was stirred for 30 min monitoring by LCMS. Upon completion, the reaction was diluted with 80:20 acetonitrile:water (3 mL) then filtered through a Whatman 0.45 μM glass microfiber filter and purified by revers... The reactants are BrC1=CC(=CC=2NC(=NC21)Cl)C(F)(F)F (4-Bromo-2-chloro-6-trifluoromethyl-1H-benzoimidazole), Cl.ClC=1C(=NC=CC1)N1CCNCC1 (1-(3-chloropyridin-2-yl)piperazine hydrochloride), C(C)(C)N(C(C)C)CC (N,N-diisopropylethylamine). The product is BrC1=CC(=CC=2NC(=NC21)N2CCN(CC2)C2=NC=CC=C2Cl)C(F)(F)F (4-Bromo-2-[4-(3-chloropyridin-2-yl)piperazin-1-yl]-6-trifluoromethyl-1H-benzoimidazole). RXN SMILES: [Br:1][C:2]1[C:10]2[N:9]=[C:8](Cl)[NH:7][C:6]=2[CH:5]=[C:4]([C:12]([F:15])([F:14])[F:13])[CH:3]=1.Cl.[Cl:17][C:18]1[C:19]([N:24]2[CH2:29][CH2:28][NH:27][CH2:26][CH2:25]2)=[N:20][CH:21]=[CH:22][CH:23]=1.C(N(CC)C(C)C)(C)C>>[Br:1][C:2]1[C:10]2[N:9]=[C:8]([N:27]3[CH2:28][CH2:29][N:24]([C:19]4[C:18]([Cl:17])=[CH:23][CH:22]=[CH:21][N:20]=4)[CH2:25][CH2:26]3)[NH:7][C:6]=2[CH:5]=[C:4]([C:12]([F:15])([F:14])[F:13])[CH:3]=1 |f:1.2|. Reported procedure: The benzoimidazole from step (b) above (210 mg, 0.7 mmol), 1-(3-chloropyridin-2-yl)piperazine hydrochloride (187 mg, 0.8 mmol, Example 3b) and N,N-diisopropylethylamine (0.28 mL, 1.6 mmol, Aldrich) were reacted under the conditions of Example 3c to give the title compound as a white amorphous solid. MS (ESI, pos. ion) m/z: 461 (M+1). Reactants: ClC1=CC=C(C=NC2=CC=C(C=C2)SC)C=C1 (N-(4-chlorobenzylidene)-4-methylthioaniline), C[Si](C)(C)C#N (trimethylsilyl cyanide). Product: ClC1=CC=C(C=C1)C(C#N)NC1=CC=C(C=C1)SC (α-(4-Chlorophenyl)-α-(4-methylthioanilino)acetonitrile), powder. The yield is 84.0%. RXN SMILES: [Cl:1][C:2]1[CH:17]=[CH:16][C:5]([CH:6]=[N:7][C:8]2[CH:13]=[CH:12][C:11]([S:14][CH3:15])=[CH:10][CH:9]=2)=[CH:4][CH:3]=1.C[Si]([C:22]#[N:23])(C)C>>[Cl:1][C:2]1[CH:17]=[CH:16][C:5]([CH:6]([NH:7][C:8]2[CH:13]=[CH:12][C:11]([S:14][CH3:15])=[CH:10][CH:9]=2)[C:22]#[N:23])=[CH:4][CH:3]=1. Procedure details: Following a procedure similar to that described in Example 1(ii), but using N-(4-chlorobenzylidene)-4-methylthioaniline [prepared as described in step (i) above] and trimethylsilyl cyanide as starting materials, the title compound was obtained as a pale yellow powder (yield 84%). Reactants: C1(=CC=CC=C1)C=1C=C(SC1C(F)(F)F)C1=NC(=NO1)C=1C=C(OC1)CO ((4-{5-[4-phenyl-5-(trifluoromethyl)-2-thienyl]-1,2,4-oxadiazol-3-yl}-2-furyl)methanol), C1(=CC=CC=C1)P(C1=CC=CC=C1)C1=CC=CC=C1 (triphenylphosphine), Cl.N1CC(C1)C(=O)OCC (ethyl 3-azetidinecarboxylate hydrochloride), C(C)(C)N(C(C)C)CC (N,N-diisopropylethylamine), C(O)([O-])=O.[Na+] (sodium hydrogencarbonate), Example 1 ( 1e ), C(Br)(Br)(Br)Br (carbon tetrabromide). Solvent: ClCCl (dichloromethane), O (water). Run at temperature 0 celsius, time 1 hour. The product is C1(=CC=CC=C1)C=1C=C(SC1C(F)(F)F)C1=NC(=NO1)C=1C=C(OC1)CN1CC(C1)C(=O)OCC (Ethyl 1-[(4-{5-[4-phenyl-5-(trifluoromethyl)-2-thienyl]-1,2,4-oxadiazol-3-yl}-2-furyl)methyl]azetidine-3-carboxylate). Yield: 84.0%. Reaction SMILES: [C:1]1([C:7]2[CH:8]=[C:9]([C:16]3[O:20][N:19]=[C:18]([C:21]4[CH:22]=[C:23]([CH2:26]O)[O:24][CH:25]=4)[N:17]=3)[S:10][C:11]=2[C:12]([F:15])([F:14])[F:13])[CH:6]=[CH:5][CH:4]=[CH:3][CH:2]=1.C(Br)(Br)(Br)Br.C1(P(C2C=CC=CC=2)C2C=CC=CC=2)C=CC=CC=1.Cl.[NH:53]1[CH2:56][CH:55]([C:57]([O:59][CH2:60][CH3:61])=[O:58])[CH2:54]1.C(N(CC)C(C)C)(C)C.C(=O)([O-])O.[Na+]>ClCCl.O>[C:1]1([C:7]2[CH:8]=[C:9]([C:16]3[O:20][N:19]=[C:18]([C:21]4[CH:22]=[C:23]([CH2:26][N:53]5[CH2:56][CH:55]([C:57]([O:59][CH2:60][CH3:61])=[O:58])[CH2:54]5)[O:24][CH:25]=4)[N:17]=3)[S:10][C:11]=2[C:12]([F:15])([F:14])[F:13])[CH:6]=[CH:5][CH:4]=[CH:3][CH:2]=1 |f:3.4,6.7|. Procedure: A solution of (4-{5-[4-phenyl-5-(trifluoromethyl)-2-thienyl]-1,2,4-oxadiazol-3-yl}-2-furyl)methanol (0.20 g, 0.50 mmol) that was obtained in Example 1 (1e), carbon tetrabromide (0.20 g, 0.60 mmol), and triphenylphosphine (0.16 g, 0.60 mmol) in dichloromethane (1.0 ml) was stirred at 0° C. for 1 hour. Subsequently, to the reaction mixture were added successively ethyl 3-azetidinecarboxylate hydrochloride (0.12 g, 0.75 mmol) and N,N-diisopropylethylamine (0.26 ml, 1.5 mmol) at the same temperature... Starting materials: NC1=C(C=C2C(C(=CN(C2=C1Cl)C1=C(C=C(C(=C1)NC(=O)OC(C)(C)C)F)F)C(=O)OCC)=O)F (Ethyl 7-amino-1-(5-tert-butoxycarbonylamino-2,4-difluorophenyl)-8-chloro-6-fluoro-4-oxo-1,4-dihydroquinoline-3-carboxylate). Solvent: C(C)(=O)O (acetic acid), Cl (hydrochloric acid). Conditions: temperature 100 celsius, time 2 hour. Product: NC1=C(C=C2C(C(=CN(C2=C1Cl)C1=C(C=C(C(=C1)N)F)F)C(=O)O)=O)F (7-Amino-1-(5-amino-2,4-difluorophenyl)-8-chloro-6-fluoro-4-oxo-1,4-dihydroquinoline-3-carboxylic Acid). RXN SMILES: [NH2:1][C:2]1[C:11]([Cl:12])=[C:10]2[C:5]([C:6](=[O:34])[C:7]([C:29]([O:31]CC)=[O:30])=[CH:8][N:9]2[C:13]2[CH:18]=[C:17]([NH:19]C(OC(C)(C)C)=O)[C:16]([F:27])=[CH:15][C:14]=2[F:28])=[CH:4][C:3]=1[F:35]>C(O)(=O)C.Cl>[NH2:1][C:2]1[C:11]([Cl:12])=[C:10]2[C:5]([C:6](=[O:34])[C:7]([C:29]([OH:31])=[O:30])=[CH:8][N:9]2[C:13]2[CH:18]=[C:17]([NH2:19])[C:16]([F:27])=[CH:15][C:14]=2[F:28])=[CH:4][C:3]=1[F:35]. Procedure details: Ethyl 7-amino-1-(5-tert-butoxycarbonylamino-2,4-difluorophenyl)-8-chloro-6-fluoro-4-oxo-1,4-dihydroquinoline-3-carboxylate was dissolved in a mixed liquid of acetic acid (10 ml) and 2N hydrochloric acid (8 ml), and the solution was stirred at 100° C. for 2 hours. After the solution was cooled back to room temperature, the solvent was distilled off under reduced pressure. The residue was washed with ethanol and then dissolved in N,N-dimethylformamide (3 ml). Ethanol (3 ml) was further added to th... Starting materials: CC(C)(C)OC(=O)NN1CCCC1, N#Cc1ccc(-c2ccc(OCCCN3CCC(N)C3)cc2)cc1. Product: CC(C)(C)OC(=O)NC1CCN(CCCOc2ccc(-c3ccc(C#N)cc3)cc2)C1. RXN SMILES: [N:25]1([NH:26][C:31]([O:32][C:33]([CH3:34])([CH3:35])[CH3:36])=[O:37])[CH2:27][CH2:28][CH2:29][CH2:30]1.[NH2:1][CH:2]1[CH2:3][N:4]([CH2:7][CH2:8][CH2:9][O:10][c:11]2[cH:12][cH:13][c:14](-[c:17]3[cH:18][cH:19][c:20]([C:23]#[N:24])[cH:21][cH:22]3)[cH:15][cH:16]2)[CH2:5][CH2:6]1>>[NH:1]([CH:2]1[CH2:3][N:4]([CH2:7][CH2:8][CH2:9][O:10][c:11]2[cH:12][cH:13][c:14](-[c:17]3[cH:18][cH:19][c:20]([C:23]#[N:24])[cH:21][cH:22]3)[cH:15][cH:16]2)[CH2:5][CH2:6]1)[C:31]([O:32][C:33]([CH3:34])([CH3:35])[CH3:36])=[O:37]. Starting materials: C(CC)N(C1=C(C=C(C=C1[N+](=O)[O-])S(=O)(=O)NC)[N+](=O)[O-])CCC (4-dipropylamino-N-methyl-3,5-dinitrobenzenesulfonamide), N1=CC=CC=C1 (pyridine), CSCl (methylsulfenyl chloride), sulfonamide. The solvent is ClCCl (dichloromethane). The product is C(CC)N(C1=C(C=C(C=C1[N+](=O)[O-])S(=O)(=O)N(C)SC)[N+](=O)[O-])CCC (4-dipropylamino-N methylthio-N-methyl-3,5-dinitrobenzenesulfonamide). RXN SMILES: [CH3:1][S:2]Cl.[CH2:4]([N:7]([CH2:25][CH2:26][CH3:27])[C:8]1[C:13]([N+:14]([O-:16])=[O:15])=[CH:12][C:11]([S:17]([NH:20][CH3:21])(=[O:19])=[O:18])=[CH:10][C:9]=1[N+:22]([O-:24])=[O:23])[CH2:5][CH3:6].N1C=CC=CC=1>ClCCl>[CH2:25]([N:7]([CH2:4][CH2:5][CH3:6])[C:8]1[C:13]([N+:14]([O-:16])=[O:15])=[CH:12][C:11]([S:17]([N:20]([S:2][CH3:1])[CH3:21])(=[O:19])=[O:18])=[CH:10][C:9]=1[N+:22]([O-:24])=[O:23])[CH2:26][CH3:27]. Reported procedure: A 1.1 g (0.012 mol) sample of methylsulfenyl chloride was added dropwise to a cooled (-5° to -10° C.) solution of 3.6 g (0.01 mol) 4-dipropylamino-N-methyl-3,5-dinitrobenzenesulfonamide and 1.1 g (0.014 mol) pyridine in 25 ml dichloromethane. The reaction mixture was then stirred at about 0° C. until the sulfonamide reactant could not be detected by thin layer chromatography on silica gel (benzene/acetone eluant). The reaction mixture was then washed with water, dried over magnesium sulfate and ... Starting materials: C(C)OC(C1=CC(=CC(=C1)C1=NC=C(C=C1)C)C1=C(N=NS1)C(C)C)=O (3-(4-isopropyl-[1,2,3]thiadiazol-5-yl)-5-(5-methyl-pyridin-2-yl)-benzoic acid ethyl ester), [Li+].[OH-] (LiOH). Run in C1CCOC1 (THF). Run at temperature 0 celsius, time 16 hour. Yields the product C(C)(C)C=1N=NSC1C=1C=C(C(=O)O)C=C(C1)C1=NC=C(C=C1)C (3-(4-isopropyl-[1,2,3]thiadiazol-5-yl)-5-(5-methyl-pyridin-2-yl)-benzoic acid). Isolated yield 86.7%. As a reaction SMILES: C([O:3][C:4](=[O:26])[C:5]1[CH:10]=[C:9]([C:11]2[CH:16]=[CH:15][C:14]([CH3:17])=[CH:13][N:12]=2)[CH:8]=[C:7]([C:18]2[S:22][N:21]=[N:20][C:19]=2[CH:23]([CH3:25])[CH3:24])[CH:6]=1)C.[Li+].[OH-]>C1COCC1>[CH:23]([C:19]1[N:20]=[N:21][S:22][C:18]=1[C:7]1[CH:6]=[C:5]([CH:10]=[C:9]([C:11]2[CH:16]=[CH:15][C:14]([CH3:17])=[CH:13][N:12]=2)[CH:8]=1)[C:4]([OH:26])=[O:3])([CH3:25])[CH3:24] |f:1.2|. Reported procedure: A mixture of 3-(4-isopropyl-[1,2,3]thiadiazol-5-yl)-5-(5-methyl-pyridin-2-yl)-benzoic acid ethyl ester (250 mg, 0.68 mmol) in 10 mL THF was cooled to 0° C., and LiOH (0.5 mL of 2N aqueous solution) was added. The reaction mixture was allowed to warm to room temperature and was stirred for 16 hours. The reaction mixture was concentrated under reduced pressure and the residue was acidified with 3N aqueous HCl to a pH of 6. The mixture was extracted with ethyl actetate, and the combined organic fra...